Dataset: the Open Reaction Database (ORD), a public repository of structured organic reaction records. Task: describe an organic reaction: reactants, conditions, products, and yield Starting materials: CNC (dimethylamine), ClC1=NC=NC(=C1[N+](=O)[O-])Cl (4, 6-dichloro-5-nitropyrimidine), C(O)([O-])=O.[Na+] (sodium hydrogencarbonate), CNC (dimethylamine). Solvent: CC(=O)C (acetone). Reaction conditions: temperature 45 celsius. Yields the product ClC1=NC=NC(=C1[N+](=O)[O-])N(C)C (4-chloro-6-dimethylamino-5-nitropyrimidine). The yield is 92.9%. Reaction SMILES: Cl[C:2]1[C:7]([N+:8]([O-:10])=[O:9])=[C:6]([Cl:11])[N:5]=[CH:4][N:3]=1.C(=O)([O-])O.[Na+].[CH3:17][NH:18][CH3:19]>CC(C)=O>[Cl:11][C:6]1[C:7]([N+:8]([O-:10])=[O:9])=[C:2]([N:18]([CH3:19])[CH3:17])[N:3]=[CH:4][N:5]=1 |f:1.2|. Reported procedure: To a mixture of 7.76 g of 4, 6-dichloro-5-nitropyrimidine, 3.70 g of sodium hydrogencarbonate and 80 ml of acetone was gradually dropwise added 50% aqueous dimethylamine (3.79 g) with ice cooling and stirring, and the mixture was stirred at room temperature for 30 minutes. Every 30 minutes, 50% aqueous dimethylamine (0.7 g) was added three times to the mixture, and the solvent was evaporated in vacuo. The residue was mixed with 70 ml of ethyl acetate, heated at 45° C. and the insoluble material ... Reactants: CC1=NOC(=C1C1=CC=C2C(NN3C2=C1OCC3C3=CC=CC=C3)=O)C (9-(3,5-dimethylisoxazol-4-yl)-3-phenyl-2,3-dihydro[1,4]oxazino[2,3,4-hi]indazol-6(5H)-one), [H-].[Na+] (sodium hydride), CI (methyl iodide). Run in CN(C=O)C (N,N-dimethylformamide). Reaction conditions: temperature 0 celsius, time 2 hour. Product: CC1=NOC(=C1C1=CC=C2C(=NN3C2=C1OCC3C3=CC=CC=C3)OC)C (9-(3,5-Dimethylisoxazol-4-yl)-6-methoxy-3-phenyl-2,3-dihydro[1,4]oxazino[2,3,4-hi]indazole). As a reaction SMILES: [CH3:1][C:2]1[C:6]([C:7]2[C:15]3[O:16][CH2:17][CH:18]([C:19]4[CH:24]=[CH:23][CH:22]=[CH:21][CH:20]=4)[N:13]4[C:14]=3[C:10]([C:11](=[O:25])[NH:12]4)=[CH:9][CH:8]=2)=[C:5]([CH3:26])[O:4][N:3]=1.[H-].[Na+].[CH3:29]I>CN(C)C=O>[CH3:1][C:2]1[C:6]([C:7]2[C:15]3[O:16][CH2:17][CH:18]([C:19]4[CH:24]=[CH:23][CH:22]=[CH:21][CH:20]=4)[N:13]4[C:14]=3[C:10]([C:11]([O:25][CH3:29])=[N:12]4)=[CH:9][CH:8]=2)=[C:5]([CH3:26])[O:4][N:3]=1 |f:1.2|. Reported procedure: A solution of 9-(3,5-dimethylisoxazol-4-yl)-3-phenyl-2,3-dihydro[1,4]oxazino[2,3,4-hi]indazol-6(5H)-one (0.030 g, 0.086 mmol) in N,N-dimethylformamide (0.41 mL) was treated with sodium hydride (6.91 mg, 0.173 mmol) and stirred for 2 h. The reaction mixture was treated with methyl iodide (7.0 μL, 0.112 mmol) and stirred for 1 h. The reaction mixture was cooled to 0° C. and quenched with saturated ammonium chloride solution. The aqueous solution was extracted with ethyl acetate to give a crude tan... The reactants are ClC1=CC=C(C=C1)C1=NOC2=C1CCC(C2)C(=O)O (3-(4-chlorophenyl)-4,5,6,7-tetrahydro-1,2-benzisoxazole-6-carboxylic acid), C(C)(C)[N-]C(C)C.[Li+] (lithium diisopropylamide), solution, C(CCC)[Li] (n-butyllithium), C(C)(C)NC(C)C (diisopropylamine), Cl (hydrochloric acid), C(C)I (ethyl iodide). Run in O1CCCC1 (tetrahydrofuran), CCCCCC (hexane), O1CCCC1 (tetrahydrofuran), O (water), O1CCCC1 (tetrahydrofuran). Reaction conditions: time 0.25 hour. Yields the product ClC1=CC=C(C=C1)C1=NOC2=C1CC[C@H]([C@@H]2CC)C(=O)O (trans-3-(4-chlorophenyl)-7-ethyl-4,5,6,7-tetrahydro-1,2-benzisoxazole-6-carboxylic acid). As a reaction SMILES: [Cl:1][C:2]1[CH:7]=[CH:6][C:5]([C:8]2[C:12]3[CH2:13][CH2:14][CH:15]([C:17]([OH:19])=[O:18])[CH2:16][C:11]=3[O:10][N:9]=2)=[CH:4][CH:3]=1.[CH:20]([N-]C(C)C)(C)[CH3:21].[Li+].C([Li])CCC.C(NC(C)C)(C)C.C(I)C.Cl>O1CCCC1.CCCCCC.O>[Cl:1][C:2]1[CH:3]=[CH:4][C:5]([C:8]2[C:12]3[CH2:13][CH2:14][C@@H:15]([C:17]([OH:19])=[O:18])[C@H:16]([CH2:20][CH3:21])[C:11]=3[O:10][N:9]=2)=[CH:6][CH:7]=1 |f:1.2|. Procedure details: A solution of 1.73 g (0.00625 mol) of 3-(4-chlorophenyl)-4,5,6,7-tetrahydro-1,2-benzisoxazole-6-carboxylic acid in 30 ml of dry tetrahydrofuran was added slowly at -70° C. to a solution of lithium diisopropylamide prepared by adding 5.25 ml of a 2.5M solution of n-butyllithium in hexane to 1.32 g (0.013 mol) of diisopropylamine in 20 ml of dry tetrahydrofuran at -70° C. After 0.25 hour a deep red color had developed. 1.05 g (0.0067 mol) of ethyl iodide in 5 ml of dry tetrahydrofuran were added a... Starting materials: NC1=NC=C(C=C1C1=CC(=C(C(=O)OC)C=C1)F)Br (methyl 4-(2-amino-5-bromopyridin-3-yl)-2-fluorobenzoate), [Li+].[OH-] (LiOH), CCOC(=O)C (EtOAc), Cl (HCl). The solvent is C1CCOC1 (THF), CO (MeOH). Reaction conditions: time 5 hour. Product: NC1=NC=C(C=C1C1=CC(=C(C(=O)O)C=C1)F)Br (4-(2-amino-5-bromopyridin-3-yl)-2-fluorobenzoic acid). RXN SMILES: [NH2:1][C:2]1[C:7]([C:8]2[CH:17]=[CH:16][C:11]([C:12]([O:14]C)=[O:13])=[C:10]([F:18])[CH:9]=2)=[CH:6][C:5]([Br:19])=[CH:4][N:3]=1.[Li+].[OH-].Cl.CCOC(C)=O>C1COCC1.CO>[NH2:1][C:2]1[C:7]([C:8]2[CH:17]=[CH:16][C:11]([C:12]([OH:14])=[O:13])=[C:10]([F:18])[CH:9]=2)=[CH:6][C:5]([Br:19])=[CH:4][N:3]=1 |f:1.2|. Procedure: To a solution of methyl 4-(2-amino-5-bromopyridin-3-yl)-2-fluorobenzoate (1.9 g, 5.84 mmol) in THF (19.48 mL) and MeOH (9.74 mL, Ratio: 1.000) was added LiOH (1 M aqueous solutionueous solution) (10.52 mL, 10.52 mmol). The reaction mixture was stirred for 5 h. After 1N HCl (1.9 mL) was added up to pH 5, the reaction mixture was worked up with EtOAc, the organic layer was dried over Na2SO4, filtered off and concentrated in vacuo. The crude 4-(2-amino-5-bromopyridin-3-yl)-2-fluorobenzoic acid was ...